From a dataset of the Open Reaction Database (ORD), a public repository of structured organic reaction records. describe an organic reaction: reactants, conditions, products, and yield The reactants are ClCCCl, C1CCOC1, CN1CCOCC1, Cl, Cl, NNc1ccccc1F, Nc1cccc(F)c1C(=O)O, On1nnc2ccccc21. The product is Nc1cccc(F)c1C(=O)NNc1ccccc1F. As a reaction SMILES: [CH2:39]([Cl:40])[CH2:41][Cl:42].[CH2:44]1[O:45][CH2:46][CH2:47][CH2:48]1.[CH3:32][N:33]1[CH2:34][CH2:35][O:36][CH2:37][CH2:38]1.[ClH:12].[ClH:43].[F:13][c:14]1[c:15]([NH:20][NH2:21])[cH:16][cH:17][cH:18][cH:19]1.[NH2:1][c:2]1[c:3]([C:4](=[O:5])[OH:6])[c:7]([F:11])[cH:8][cH:9][cH:10]1.[OH:22][n:23]1[c:24]2[c:25]([cH:26][cH:27][cH:28][cH:29]2)[n:30][n:31]1>>[NH2:1][c:2]1[c:3]([C:4](=[O:6])[NH:21][NH:20][c:15]2[c:14]([F:13])[cH:19][cH:18][cH:17][cH:16]2)[c:7]([F:11])[cH:8][cH:9][cH:10]1. Reactants: Cl (hydrochloric acid), C(C)OC=C(C(=O)OCC)C(=O)OCC (Diethyl ethoxymethylenemalonate), C(C(C)C)OC1=C(C(=N)N)C=CC=C1 (2-isobutoxybenzamidine), C([O-])([O-])=O.[K+].[K+] (potassium carbonate). Solvent: C(C)O (ethanol), O (water), C(C)(=O)O (acetic acid). The product is O=C1C(=CN=C(N1)C1=C(C=CC=C1)OCC(C)C)C(=O)OCC (Ethyl 1,6-dihydro-6-oxo-2-(2-isobutoxyphenyl)pyrimidine-5-carboxylate). Reaction SMILES: C(O[CH:4]=[C:5]([C:11]([O:13]CC)=O)[C:6]([O:8][CH2:9][CH3:10])=[O:7])C.[CH2:16]([O:20][C:21]1[CH:29]=[CH:28][CH:27]=[CH:26][C:22]=1[C:23]([NH2:25])=[NH:24])[CH:17]([CH3:19])[CH3:18].C(=O)([O-])[O-].[K+].[K+].Cl>C(O)C.C(O)(=O)C.O>[O:13]=[C:11]1[NH:25][C:23]([C:22]2[CH:26]=[CH:27][CH:28]=[CH:29][C:21]=2[O:20][CH2:16][CH:17]([CH3:19])[CH3:18])=[N:24][CH:4]=[C:5]1[C:6]([O:8][CH2:9][CH3:10])=[O:7] |f:2.3.4|. Procedure details: Diethyl ethoxymethylenemalonate (6.42 g., 0.03 mole) was added to a stirred mixture of 2-isobutoxybenzamidine (5.76 g., 0.03 mole) and potassium carbonate (4.14 g., 0.03 mole) in ethanol (70 ml.). The mixture was heated under reflux for 4 hours. The cooled mixture was added to water (100 ml.) which was then acidified to pH 8 with 6N hydrochloric acid and then to pH 5 with glacial acetic acid. The title compound was collected by filtration, washed with water, and dried. The product (6.76 g., 71%)... Product: C1(CC1)C(=O)N1C[C@@H](CC1)CC(=O)OCC (ethyl [(3S)-1-(cyclopropylcarbonyl)-3-pyrrolidinyl]acetate). Run at time 5 minute. Run in ClCCl (dichloromethane), Cl (HCl), Cl (HCl), O (water). Starting materials: C(C)(C)N(C(C)C)CC (N,N-diisopropylethylamine), C(C)OC(C[C@H]1CN(CC1)C(=O)OC(C)(C)C)=O (1,1-dimethylethyl (3S)-3-[2-(ethyloxy)-2-oxoethyl]-1-pyrrolidinecarboxylate), O1CCOCC1 (dioxane), C1(CC1)C(=O)Cl (cyclopropanecarbonyl chloride). The yield is 100.0%. Procedure: In a round bottom flask, a solution of 1,1-dimethylethyl (3S)-3-[2-(ethyloxy)-2-oxoethyl]-1-pyrrolidinecarboxylate (64.1 g, 249 mmol) in 4M HCl in dioxane (600 mL, 2400 mmol) was stirred at room temperature for 1 h. Analysis of an aliquot by LCMS confirmed complete removal of the BOC group from the starting material. The reaction was concentrated in vacuo to give a pale orange liquid. A solution of this intermediate as the HCl salt in dichloromethane (500 mL) was treated with N,N-diisopropylethy... Reaction SMILES: [CH2:1]([O:3][C:4](=[O:18])[CH2:5][C@@H:6]1[CH2:10][CH2:9][N:8]([C:11]([O:13]C(C)(C)C)=O)[CH2:7]1)[CH3:2].O1CCOCC1.C(N(CC)[CH:29]([CH3:31])[CH3:30])(C)C.C1(C(Cl)=O)CC1>Cl.ClCCl.O>[CH:29]1([C:11]([N:8]2[CH2:9][CH2:10][C@@H:6]([CH2:5][C:4]([O:3][CH2:1][CH3:2])=[O:18])[CH2:7]2)=[O:13])[CH2:31][CH2:30]1. Reactants: S(=O)(Cl)Cl (thionyl chloride), S(=O)(Cl)Cl (thionyl chloride), N[C@@H]([C@H](O)C)C(=O)O (threonine), Cl.COC([C@@H](N)[C@H](O)C)=O (threonine methyl ester hydrochloride). Solvent: CO (methanol). The product is Cl.COC(C(C(C)Cl)N)=O (α-amino-β-chlorobutyric acid methyl ester hydrochloride). As a reaction SMILES: S(Cl)([Cl:3])=O.N[C@H](C(O)=O)[C@@H](C)O.[ClH:13].[CH3:14][O:15][C:16](=[O:22])[C@H:17]([C@@H:19]([CH3:21])O)[NH2:18]>CO>[ClH:3].[CH3:14][O:15][C:16](=[O:22])[CH:17]([NH2:18])[CH:19]([Cl:13])[CH3:21] |f:2.3,5.6|. Reported procedure: Using thionyl chloride and methanol, threonine was derivatized into threonine methyl ester hydrochloride, which was then treated with thionyl chloride to give α-amino-β-chlorobutyric acid methyl ester hydrochloride. This was then converted to α-amino-β-chloropropionic acid hydrochloride by hydrolyzing with hydrochloric acid. The α-amino-β-chloropropionic acid hydrochloride was crystallized and isolated by the same technique as mentioned in Example 8. The yield is 99.8%. Starting materials: BrC1=CC(=C(C(=S)N)C=C1)C (4-bromo-2-methyl-thiobenzamide), ClC(C=O)C=O (2-chloromalonaldehyde), C([O-])([O-])=O.[Mg+2] (magnesium carbonate). Procedure: To a suspension of 4-bromo-2-methyl-thiobenzamide (3.11 g, 13.5 mmol) and 2-chloromalonaldehyde (2.16 g, 20.3 mmol) in dimethoxyethane (20 ml) is added magnesium carbonate (567 mg, 6.75 mmol) and the resulting mixture stirred at 60° C. under N2 for 3 hours. The crude reaction is then filtered through a plug of silica, washed with EtOAc and the filtrate concentrated to give 2-(4-bromo-2-methyl-phenyl)-thiazole-5-carbaldehyde (3.8 g). Conditions: temperature 60 celsius, time 3 hour. The product is BrC1=CC(=C(C=C1)C=1SC(=CN1)C=O)C (2-(4-bromo-2-methyl-phenyl)-thiazole-5-carbaldehyde). Reaction SMILES: [Br:1][C:2]1[CH:10]=[CH:9][C:5]([C:6]([NH2:8])=[S:7])=[C:4]([CH3:11])[CH:3]=1.Cl[CH:13]([CH:16]=O)[CH:14]=[O:15].C(=O)([O-])[O-].[Mg+2]>C(COC)OC>[Br:1][C:2]1[CH:10]=[CH:9][C:5]([C:6]2[S:7][C:13]([CH:14]=[O:15])=[CH:16][N:8]=2)=[C:4]([CH3:11])[CH:3]=1 |f:2.3|. Run in C(OC)COC (dimethoxyethane).